From a dataset of the Open Reaction Database (ORD), a public repository of structured organic reaction records. describe an organic reaction: reactants, conditions, products, and yield Starting materials: FC1=CC=C(C=C1)C1=C(NC(=C1)C=1SC=CC1)C(=O)O (3-(4-fluorophenyl)-5-(2-thienyl)-1H-pyrrole-2-carboxylic acid), Cl.NCC1=NC=C(C(=O)OC)C=C1 (methyl 6-(aminomethyl)nicotinate hydrochloride). Yields the product FC1=CC=C(C=C1)C1=C(NC(=C1)C=1SC=CC1)C(=O)NCC1=NC=C(C(=O)OC)C=C1 (methyl 6-[({[3-(4-fluorophenyl)-5-(2-thienyl)-1H-pyrrol-2-yl]carbonyl}amino)methyl]nicotinate). Yield: 91.0%. As a reaction SMILES: [F:1][C:2]1[CH:7]=[CH:6][C:5]([C:8]2[CH:12]=[C:11]([C:13]3[S:14][CH:15]=[CH:16][CH:17]=3)[NH:10][C:9]=2[C:18]([OH:20])=O)=[CH:4][CH:3]=1.Cl.[NH2:22][CH2:23][C:24]1[CH:33]=[CH:32][C:27]([C:28]([O:30][CH3:31])=[O:29])=[CH:26][N:25]=1>>[F:1][C:2]1[CH:3]=[CH:4][C:5]([C:8]2[CH:12]=[C:11]([C:13]3[S:14][CH:15]=[CH:16][CH:17]=3)[NH:10][C:9]=2[C:18]([NH:22][CH2:23][C:24]2[CH:33]=[CH:32][C:27]([C:28]([O:30][CH3:31])=[O:29])=[CH:26][N:25]=2)=[O:20])=[CH:6][CH:7]=1 |f:1.2|. Procedure: This material was prepared using a method substantially similar to that of Example 5 from 3-(4-fluorophenyl)-5-(2-thienyl)-1H-pyrrole-2-carboxylic acid and methyl 6-(aminomethyl)nicotinate hydrochloride, yielding the title compound. Methyl 6-[({[3-(4-fluorophenyl)-5-(2-thienyl)-1H-pyrrol-2-yl]carbonyl}amino)methyl]nicotinate: Yield 91%; m.p. 174-176° C.; IR 3378, 3245, 1723, 1618, 1505, 1433, 1218, 1113, 843 cm−1; 1H-NMR (500 MHz, δ ppm, CDCl3) 9.45 (sb, 1H), 8.95 (s, 1H), 8.21 (dd, J=8.1 Hz, J′... Solvent: ClCCl (dichloromethane). Conditions: temperature -78 celsius, time 15 minute. The reactants are [Si](C1=CC=CC=C1)(C1=CC=CC=C1)(C(C)(C)C)OC[C@@H]1[C@H]([C@@H]([C@H]([C@H](OC)O1)OCC1=CC=CC=C1)OCC1=CC=CC=C1)OCC1=CC=CC=C1 (methyl 6-O-tert-butyldiphenylsilyl-2,3,4-tri-O-benzyl-β-D-glucopyranoside), C(C)(C)(C)C1=NC(=CC(=C1)C)C(C)(C)C (2,6-di-tert-butyl-4-methyl pyridine), C(=O)(O)[O-].[Na+] (NaHCO3), S(=O)(=O)(C(F)(F)F)OS(=O)(=O)C(F)(F)F (triflic anhydride). Product: C(C1=CC=CC=C1)O[C@H]1[C@H](OC)O[C@@H]([C@H]([C@@H]1OCC1=CC=CC=C1)OCC1=CC=CC=C1)COS(=O)(=O)C(F)(F)F (Methyl 2,3,4-tri-O-benzyl-6-O-trifluoromethylsulfonyl-β-D-glucopyranoside). RXN SMILES: [Si](O[CH2:19][C@H:20]1[O:27][C@@H:24]([O:25][CH3:26])[C@H:23]([O:28][CH2:29][C:30]2[CH:35]=[CH:34][CH:33]=[CH:32][CH:31]=2)[C@@H:22]([O:36][CH2:37][C:38]2[CH:43]=[CH:42][CH:41]=[CH:40][CH:39]=2)[C@@H:21]1[O:44][CH2:45][C:46]1[CH:51]=[CH:50][CH:49]=[CH:48][CH:47]=1)(C(C)(C)C)(C1C=CC=CC=1)C1C=CC=CC=1.C(C1C=C(C)C=C(C(C)(C)C)N=1)(C)(C)C.[S:67]([O:74]S(C(F)(F)F)(=O)=O)([C:70]([F:73])([F:72])[F:71])(=[O:69])=[O:68].C([O-])(O)=O.[Na+]>ClCCl>[CH2:29]([O:28][C@@H:23]1[C@@H:22]([O:36][CH2:37][C:38]2[CH:39]=[CH:40][CH:41]=[CH:42][CH:43]=2)[C@H:21]([O:44][CH2:45][C:46]2[CH:51]=[CH:50][CH:49]=[CH:48][CH:47]=2)[C@@H:20]([CH2:19][O:74][S:67]([C:70]([F:73])([F:72])[F:71])(=[O:69])=[O:68])[O:27][C@H:24]1[O:25][CH3:26])[C:30]1[CH:31]=[CH:32][CH:33]=[CH:34][CH:35]=1 |f:3.4|. Procedure: To a stirred solution of methyl 6-O-tert-butyldiphenylsilyl-2,3,4-tri-O-benzyl-β-D-glucopyranoside (800 mg, 1.71 mmol) in 8.55 mL of dry dichloromethane at -78° C. was added 2,6-di-tert-butyl-4-methyl pyridine (632 mg, 3.08 mmol) followed by triflic anhydride (345 μl, 2.05 mmol). After stirring 15 minutes at -78° C., the mixture was warmed to room temperature over 20 minutes, and then poured into a solution of saturated aqueous NaHCO3 (20 mL) and extracted with ethyl acetate (50 mL). The organic... Starting materials: C(C)C1=C(N)C(=CC=C1)[N+](=O)[O-] (2-ethyl-6-nitroaniline), Br (HBr), diazonium, N(=O)[O-].[Na+] (NaNO2), CuBr, Br (HBr). The solvent is O (water), O (H2O), O (water). Conditions: temperature 0 celsius, time 30 minute. Product: BrC1=C(C=CC=C1[N+](=O)[O-])CC (2-bromo-1-ethyl-3-nitrobenzene). Isolated yield 73.9%. Reaction SMILES: [CH2:1]([C:3]1[CH:9]=[CH:8][CH:7]=[C:6]([N+:10]([O-:12])=[O:11])[C:4]=1N)[CH3:2].[BrH:13].N([O-])=O.[Na+]>O>[Br:13][C:4]1[C:6]([N+:10]([O-:12])=[O:11])=[CH:7][CH:8]=[CH:9][C:3]=1[CH2:1][CH3:2] |f:2.3|. Procedure details: A suspension of 2-ethyl-6-nitroaniline (1.7 g, 10 mmol) in water (10 mL) and aqueous HBr (5 mL, 40%, 25 mmol) was refluxed for 10 minutes and then cooled to 0° C. A solution of NaNO2 (0.7 g, 10 mmol) in H2O (4 mL) was added dropwise at a temperature <10° C. The diazonium-containing solution was stirred for 30 minutes at a temperature of 0° C. to 5° C. and was then slowly added to a stirred mixture of CuBr (1.4 g, 10 mmol) in aqueous HBr (4 mL, 40%, 20 mmol) and water (8 mL) at RT. The mixture wa... Starting materials: O (water), N1N=C(C2=CC=CC=C12)C(=O)O (1H-Indazole-3-carboxylic acid), Cl.C(C)(C)N1CCC(CC1)N (1-Isopropyl-piperidin-4-ylamine hydrochloride), C1COC(=O)N1P(=O)(N2CCOC2=O)Cl (BOP-Cl). Run in CN(C)C=O (DMF), CCN(CC)CC (NEt3). Reaction conditions: time 16 hour. Product: C(C)(C)N1CCC(CC1)NC(=O)C1=NNC2=CC=CC=C12 (1H-Indazole-3-carboxylic acid (1-isopropyl-piperidin-4-yl)-amide). As a reaction SMILES: [NH:1]1[C:9]2[C:4](=[CH:5][CH:6]=[CH:7][CH:8]=2)[C:3]([C:10]([OH:12])=O)=[N:2]1.Cl.[CH:14]([N:17]1[CH2:22][CH2:21][CH:20]([NH2:23])[CH2:19][CH2:18]1)([CH3:16])[CH3:15].C1N(P(Cl)(N2C(=O)OCC2)=O)C(=O)OC1.O>CN(C=O)C.CCN(CC)CC>[CH:14]([N:17]1[CH2:22][CH2:21][CH:20]([NH:23][C:10]([C:3]2[C:4]3[C:9](=[CH:8][CH:7]=[CH:6][CH:5]=3)[NH:1][N:2]=2)=[O:12])[CH2:19][CH2:18]1)([CH3:16])[CH3:15] |f:1.2|. Procedure: To a solution of 300 mg 1H-Indazole-3-carboxylic acid in 3 mL DMF and 1 mL NEt3, 398 mg 1-Isopropyl-piperidin-4-ylamine hydrochloride and 471 mg BOP-Cl were added at RT and the mixture was stirred for 16 h. After the addition of 5 mL water the mixture was filtered through a chem elut® cartridge by elution with ethyl acetate and then concentrated under reduced pressure. The residue was directly subjected to the subsequent alkylation reaction without further purification. Yield: 340 mg. Starting materials: IC1=NNC2=NC=NC(=C21)N (3-iodo-1H-pyrazolo[3,4-d]pyrimidin-4-amine), [H-].[Na+] (NaH), ClCC=1C(=NC2=C(C=CC=C2C1)C)C1=C(C=CC=C1)C(F)(F)F (3-(chloromethyl)-8-methyl-2-(2-(trifluoromethyl)phenyl)quinoline). Solvent: CN(C)C=O (DMF), CN(C)C=O (DMF). Product: IC1=NN(C2=NC=NC(=C21)N)CC=2C(=NC1=C(C=CC=C1C2)C)C2=C(C=CC=C2)C(F)(F)F (3-iodo-1-((8-methyl-2-(2-(trifluoromethyl)phenyl)quinolin-3-yl)methyl)-1H-pyrazolo[3,4-d]pyrimidin-4-amine). RXN SMILES: [I:1][C:2]1[C:10]2[C:5](=[N:6][CH:7]=[N:8][C:9]=2[NH2:11])[NH:4][N:3]=1.[H-].[Na+].Cl[CH2:15][C:16]1[C:17]([C:27]2[CH:32]=[CH:31][CH:30]=[CH:29][C:28]=2[C:33]([F:36])([F:35])[F:34])=[N:18][C:19]2[C:24]([CH:25]=1)=[CH:23][CH:22]=[CH:21][C:20]=2[CH3:26]>CN(C=O)C>[I:1][C:2]1[C:10]2[C:5](=[N:6][CH:7]=[N:8][C:9]=2[NH2:11])[N:4]([CH2:15][C:16]2[C:17]([C:27]3[CH:32]=[CH:31][CH:30]=[CH:29][C:28]=3[C:33]([F:36])([F:35])[F:34])=[N:18][C:19]3[C:24]([CH:25]=2)=[CH:23][CH:22]=[CH:21][C:20]=3[CH3:26])[N:3]=1 |f:1.2|. Procedure: Prepared according to Procedure I using 3-iodo-1H-pyrazolo[3,4-d]pyrimidin-4-amine (0.41 g, 1.6 mmol, 1 eq) in DMF (5 mL), NaH (60%, 0.138 g, 3.5 mmol, 2.2 eq), and 3-(chloromethyl)-8-methyl-2-(2-(trifluoromethyl)phenyl)quinoline (0.58 g, 1.7 mmol, 1 eq) in DMF (3 mL). After purification, 3-iodo-1-((8-methyl-2-(2-(trifluoromethyl)phenyl)quinolin-3-yl)methyl)-1H-pyrazolo[3,4-d]pyrimidin-4-amine was obtained as white solid. 1H NMR (DMSO-d6) δ ppm 8.27 (1 H, s), 7.99 (1 H, s), 7.88 (1 H, d, J=7.8 H... The reactants are FC1=C(C=CC=C1)[N+](=O)[O-] (o-fluoro-nitrobenzene), N1[C@H](C(=O)O)CCC1 (L-proline). The reagents and catalysts are [Pd] (Pd/C). The solvent is CS(=O)C (DMSO), C(C)O (ethanol). The product is O=C1C2N(C3=CC=CC=C3N1)CCC2 (1,2,3,3a,4,5-hexahydro-4-oxo-pyrrolo(1,2-a)quinoxaline). As a reaction SMILES: F[C:2]1[CH:7]=[CH:6][CH:5]=[CH:4][C:3]=1[N+:8]([O-])=O.[NH:11]1[CH2:18][CH2:17][CH2:16][C@H:12]1[C:13]([OH:15])=O>CS(C)=O.C(O)C.[Pd]>[O:15]=[C:13]1[NH:8][C:3]2[C:2](=[CH:7][CH:6]=[CH:5][CH:4]=2)[N:11]2[CH2:18][CH2:17][CH2:16][CH:12]12. Procedure: 1.5 ml of o-fluoro-nitrobenzene and 8.2 g of L-proline were stirred at 60° C. for 3 hours in 50 ml DMSO. The mixture was then evaporated in vacuo to give a yellow oil. This oil was dissolved in 250 ml 96% ethanol and was hydrogenated at normal pressure at room temperature using 2 g 5% Pd/C as catalyst. After completion of hydrogen uptake, the mixture was filtered and evaporated in vacuo to give the title compound. M.p. 169°-172° C.